From a dataset of the Open Reaction Database (ORD), a public repository of structured organic reaction records. describe an organic reaction: reactants, conditions, products, and yield Reactants: resultant solution, C(C)(=O)O[C@@H]1[C@]([C@@H](CC1)C1CC2=CC=C(C=C2CC1)OC)(CC(=O)O)C ((1S,2S,5S)-2-acetoxy-5-(1,2,3,4-tetrahydro-6-methoxy-2-naphthyl)-1-methylcyclo-pentaneacetic acid), [OH-].[K+] (potassium hydroxide). Solvent: O (water), CO (methanol), O (water). Product: COC=1C=C2CCC(CC2=CC1)[C@@H]1CC[C@@H]([C@]1(CC(=O)O)C)O ((1S,2S,5S)-5-(1,2,3,4-tetrahydro-6-methoxy-2-naphthyl)-2-hydroxy-1-methylcyclopentaneacetic acid). Reaction SMILES: C([O:4][C@H:5]1[CH2:9][CH2:8][C@@H:7]([CH:10]2[CH2:19][CH2:18][C:17]3[C:12](=[CH:13][CH:14]=[C:15]([O:20][CH3:21])[CH:16]=3)[CH2:11]2)[C@:6]1([CH3:26])[CH2:22][C:23]([OH:25])=[O:24])(=O)C.[OH-].[K+]>CO.O>[CH3:21][O:20][C:15]1[CH:16]=[C:17]2[C:12](=[CH:13][CH:14]=1)[CH2:11][CH:10]([C@H:7]1[C@:6]([CH3:26])([CH2:22][C:23]([OH:25])=[O:24])[C@@H:5]([OH:4])[CH2:9][CH2:8]1)[CH2:19][CH2:18]2 |f:1.2|. Procedure details: To a solution of 3.33 g of (1S,2S,5S)-2-acetoxy-5-(1,2,3,4-tetrahydro-6-methoxy-2-naphthyl)-1-methylcyclo-pentaneacetic acid in 50 ml of methanol is added a solution of 3.00 g of potassium hydroxide in 15 ml of water. The resultant solution is refluxed for 2 hours, then diluted with 250 ml of water. Clarification is effected by filtration. The filtrate is acidified with hydrochloric acid. A solid precipitates which, isolated by filtration and recrystallized from a mixture of ethyl acetate and he... Starting materials: O1C(=CC=C1)C(=O)N (2-furoamide), C(C(=O)Cl)(=O)Cl (oxalyl chloride). Run in ClCCCl (1,2-dichloroethane). Yields the product O1C(=CC=C1)C(=O)N=C=O (2-furoylisocyanate). RXN SMILES: [O:1]1[CH:5]=[CH:4][CH:3]=[C:2]1[C:6]([NH2:8])=[O:7].C(Cl)(=O)[C:10](Cl)=[O:11]>ClCCCl>[O:1]1[CH:5]=[CH:4][CH:3]=[C:2]1[C:6]([N:8]=[C:10]=[O:11])=[O:7]. Reported procedure: A suspension of 2-furoamide in 1,2-dichloroethane was treated with oxalyl chloride; 2-furoylisocyanate was isolated by distillation. This product was reacted with the hydroxypropylimidazole, as for the starting material of Example 12, to give 2-fluoro-4-[3-(fur-2-yl)carbamoyloxypropyl]-1-triphenylmethylimidazole, having the following n.m.r. spectrum in d6DMSO: 1.82 (m, 2H); 2.47 (t, 2H); 4.07 (t, 2H); 6.3 (s, 1H); 6.64 (m, 1H); 7.0-7.45 (m, 15H); 7.5 (m, 1H); 7.91 (m, 1H); 10.1 (br, 1H). Starting materials: S(O)(O)(=O)=O (sulfuric acid), ClCC(=O)C1=CC(=C(C=C1)O)O (α-chloro-3',4'-dihydroxyacetophenone), ice. The solvent is C(C)(=O)OC(C)=O (acetic anhydride). Run at time 1.5 hour. The product is ClCC(=O)C1=CC(=C(C=C1)OC(C)=O)OC(C)=O (2-Chloro-1-[3,4-bis(acetyloxy)phenyl]ethanone). As a reaction SMILES: [Cl:1][CH2:2][C:3]([C:5]1[CH:10]=[CH:9][C:8]([OH:11])=[C:7]([OH:12])[CH:6]=1)=[O:4].S(=O)(=O)(O)O>C(OC(=O)C)(=O)C>[Cl:1][CH2:2][C:3]([C:5]1[CH:10]=[CH:9][C:8]([O:11][C:3](=[O:4])[CH3:2])=[C:7]([O:12][C:8](=[O:11])[CH3:7])[CH:6]=1)=[O:4]. Reported procedure: A suspension of α-chloro-3',4'-dihydroxyacetophenone (9.33 g, 0.05 mole) in 78 ml of acetic anhydride was treated with 0.1 ml of concentrated sulfuric acid and stirred for 1.5 hours under an argon atmosphere. Initially, the reaction temperature rose to 40° C. and the starting material completely dissolved yielding a clear, colorless solution which was poured onto approximately 300 g of crushed ice. After standing for one hour, the crystallized product was filtered, washed with cold water (200 ml...